Dataset: the Open Reaction Database (ORD), a public repository of structured organic reaction records. Task: describe an organic reaction: reactants, conditions, products, and yield Reactants: C([O-])([O-])=O.[K+].[K+] (Potassium carbonate), C1(=CC=CC=C1)S(=O)(=O)N1C(=CC=2C1=NC=C(C2)O)C(=CC2CCCC2)C2=CC=C(C=C2)S(=O)(=O)C (1-benzenesulfonyl-2-[2-cyclopentyl-1-(4-methanesulfonyl-phenyl)-vinyl]-1H-pyrrolo[2,3-b]pyridin-5-ol), BrCCO[Si](C1=CC=CC=C1)(C1=CC=CC=C1)C(C)(C)C ((2-bromo-ethoxy)-tert-butyl-diphenyl-silane). The solvent is C(C)(=O)OCC (ethyl acetate), CN(C=O)C (N,N-dimethylformamide). Reaction conditions: temperature 80 celsius, time 30 minute. Yields the product C1(=CC=CC=C1)S(=O)(=O)N1C(=CC=2C1=NC=C(C2)OCCO[Si](C2=CC=CC=C2)(C2=CC=CC=C2)C(C)(C)C)C(=CC2CCCC2)C2=CC=C(C=C2)S(=O)(=O)C (1-benzenesulfonyl-5-[2-(tert-butyl-diphenyl-silanyloxy)-ethoxy]-2-[2-cyclopentyl-1-(4-methanesulfonyl-phenyl)-vinyl]-1H-pyrrolo[2,3-b]pyridine). The yield is 62.8%. RXN SMILES: C(=O)([O-])[O-].[K+].[K+].[C:7]1([S:13]([N:16]2[C:20]3=[N:21][CH:22]=[C:23]([OH:25])[CH:24]=[C:19]3[CH:18]=[C:17]2[C:26]([C:33]2[CH:38]=[CH:37][C:36]([S:39]([CH3:42])(=[O:41])=[O:40])=[CH:35][CH:34]=2)=[CH:27][CH:28]2[CH2:32][CH2:31][CH2:30][CH2:29]2)(=[O:15])=[O:14])[CH:12]=[CH:11][CH:10]=[CH:9][CH:8]=1.Br[CH2:44][CH2:45][O:46][Si:47]([C:60]([CH3:63])([CH3:62])[CH3:61])([C:54]1[CH:59]=[CH:58][CH:57]=[CH:56][CH:55]=1)[C:48]1[CH:53]=[CH:52][CH:51]=[CH:50][CH:49]=1>CN(C)C=O.C(OCC)(=O)C>[C:7]1([S:13]([N:16]2[C:20]3=[N:21][CH:22]=[C:23]([O:25][CH2:44][CH2:45][O:46][Si:47]([C:60]([CH3:61])([CH3:63])[CH3:62])([C:54]4[CH:59]=[CH:58][CH:57]=[CH:56][CH:55]=4)[C:48]4[CH:53]=[CH:52][CH:51]=[CH:50][CH:49]=4)[CH:24]=[C:19]3[CH:18]=[C:17]2[C:26]([C:33]2[CH:34]=[CH:35][C:36]([S:39]([CH3:42])(=[O:40])=[O:41])=[CH:37][CH:38]=2)=[CH:27][CH:28]2[CH2:32][CH2:31][CH2:30][CH2:29]2)(=[O:14])=[O:15])[CH:12]=[CH:11][CH:10]=[CH:9][CH:8]=1 |f:0.1.2|. Procedure details: Potassium carbonate (722 mg, 5.23 mmol) was added to a solution of 1-benzenesulfonyl-2-[2-cyclopentyl-1-(4-methanesulfonyl-phenyl)-vinyl]-1H-pyrrolo[2,3-b]pyridin-5-ol (prepared as in Example 13, 900 mg, 1.72 mmol) in N,N-dimethylformamide (2 mL) at room temperature. The mixture was stirred for 30 min and then treated with (2-bromo-ethoxy)-tert-butyl-diphenyl-silane (658 mg, 1.81 mmol) at room temperature. The mixture was heated at 80° C. and stirred for 3 h. The resulting mixture was diluted wi... Run in C1CCOC1 (THF). As a reaction SMILES: Br[C:2]1[CH:3]=[C:4]([CH:8]([F:18])[CH2:9][O:10][Si:11]([C:14]([CH3:17])([CH3:16])[CH3:15])([CH3:13])[CH3:12])[CH:5]=[CH:6][CH:7]=1.C([Li])CCC.CN(C)[CH:26]=[O:27]>C1COCC1>[Si:11]([O:10][CH2:9][CH:8]([C:4]1[CH:3]=[C:2]([CH:7]=[CH:6][CH:5]=1)[CH:26]=[O:27])[F:18])([C:14]([CH3:17])([CH3:16])[CH3:15])([CH3:13])[CH3:12]. The reactants are C(CCC)[Li] (butyllithium), BrC=1C=C(C=CC1)C(CO[Si](C)(C)C(C)(C)C)F ((2-(3-Bromophenyl)-2-fluoroethoxy)(tert-butyl)dimethylsilane), CN(C=O)C (N,N-dimethylformamide). Run at temperature -78 celsius, time 30 minute. Procedure: A solution of (2-(3-bromophenyl)-2-fluoroethoxy)(tert-butyl)dimethylsilane (example 39, step c) (1.8 g) in THF (36 mL) was cooled to −78° C. under an atmosphere of nitrogen and treated with butyllithium (1.8M in hexanes, 3.3 mL), added dropwise over 5 minutes. The solution was stirred at −78° C. for 30 minutes, treated with N,N-dimethylformamide (0.63 mL), stirred at −78° C. for a further 30 minutes, then removed from the cooling bath and allowed to warm to room temperature over 140 minutes. The... The product is [Si](C)(C)(C(C)(C)C)OCC(F)C=1C=C(C=O)C=CC1 (3-(2-(tert-Butyldimethylsilyloxy)-1-fluoroethyl)benzaldehyde). The reactants are CC(C)(C)OC(=O)c1ccc2c(C3CCCCC3)c(Br)[nH]c2c1, O=C([O-])[O-], CCOC(C)=O, COCCOC, CCO, [Na+], [Na+], OB(O)c1ccccc1, c1ccc(P(c2ccccc2)(c2ccccc2)[Pd](P(c2ccccc2)(c2ccccc2)c2ccccc2)(P(c2ccccc2)(c2ccccc2)c2ccccc2)P(c2ccccc2)(c2ccccc2)c2ccccc2)cc1. Product: CC(C)(C)OC(=O)c1ccc2c(C3CCCCC3)c(-c3ccccc3)[nH]c2c1. As a reaction SMILES: [Br:1][c:2]1[nH:3][c:4]2[cH:5][c:6]([C:17](=[O:18])[O:19][C:20]([CH3:21])([CH3:22])[CH3:23])[cH:7][cH:8][c:9]2[c:10]1[CH:11]1[CH2:12][CH2:13][CH2:14][CH2:15][CH2:16]1.[C:33](=[O:34])([O-:35])[O-:36].[CH3:39][CH2:40][O:41][C:42]([CH3:43])=[O:44].[CH3:45][O:46][CH2:47][CH2:48][O:49][CH3:50].[CH3:51][CH2:52][OH:53].[Na+:37].[Na+:38].[c:24]1([B:30]([OH:31])[OH:32])[cH:25][cH:26][cH:27][cH:28][cH:29]1.[cH:54]1[cH:55][cH:56][c:57]([P:58]([Pd:59]([P:60]([c:61]2[cH:62][cH:63][cH:64][cH:65][cH:66]2)([c:67]2[cH:68][cH:69][cH:70][cH:71][cH:72]2)[c:73]2[cH:74][cH:75][cH:76][cH:77][cH:78]2)([P:79]([c:80]2[cH:81][cH:82][cH:83][cH:84][cH:85]2)([c:86]2[cH:87][cH:88][cH:89][cH:90][cH:91]2)[c:92]2[cH:93][cH:94][cH:95][cH:96][cH:97]2)[P:98]([c:99]2[cH:100][cH:101][cH:102][cH:103][cH:104]2)([c:105]2[cH:106][cH:107][cH:108][cH:109][cH:110]2)[c:111]2[cH:112][cH:113][cH:114][cH:115][cH:116]2)([c:117]2[cH:118][cH:119][cH:120][cH:121][cH:122]2)[c:123]2[cH:124][cH:125][cH:126][cH:127][cH:128]2)[cH:129][cH:130]1>>[c:2]1(-[c:24]2[cH:25][cH:26][cH:27][cH:28][cH:29]2)[nH:3][c:4]2[cH:5][c:6]([C:17](=[O:18])[O:19][C:20]([CH3:21])([CH3:22])[CH3:23])[cH:7][cH:8][c:9]2[c:10]1[CH:11]1[CH2:12][CH2:13][CH2:14][CH2:15][CH2:16]1. The reactants are O=C(NCC1CC2CC2N1)c1cccc2occc12, Nc1nc(-c2ccccc2C(=O)O)cs1. Reaction SMILES: [CH:1]12[NH:2][CH:3]([CH2:7][NH:8][C:9](=[O:10])[c:11]3[cH:12][cH:13][cH:14][c:15]4[c:16]3[cH:17][cH:18][o:19]4)[CH2:4][CH:5]1[CH2:6]2.[NH2:20][c:21]1[s:22][cH:23][c:24](-[c:26]2[c:27]([C:28](=[O:29])[OH:30])[cH:31][cH:32][cH:33][cH:34]2)[n:25]1>>[CH:1]12[N:2]([C:28]([c:27]3[c:26](-[c:24]4[cH:23][s:22][c:21]([NH2:20])[n:25]4)[cH:34][cH:33][cH:32][cH:31]3)=[O:29])[CH:3]([CH2:7][NH:8][C:9](=[O:10])[c:11]3[cH:12][cH:13][cH:14][c:15]4[c:16]3[cH:17][cH:18][o:19]4)[CH2:4][CH:5]1[CH2:6]2. Yields the product Nc1nc(-c2ccccc2C(=O)N2C(CNC(=O)c3cccc4occc34)CC3CC32)cs1. Starting materials: C1(CC1)CN(C(=O)C1=C(N=C2N1CCN2C2=C(C=C(C=C2C)C)C)CC)CCC (2-ethyl-7-(2,4,6-trimethyl-phenyl)-6,7-dihydro-5H-imidazo[1,2-α]imidazole-3-carboxylic acid cyclopropylmethyl-propyl-amide), [OH-].[Na+] (sodium hydroxide). Run in C1(=CC=CC=C1)C (toluene), C1(=CC=CC=C1)C (toluene). Conditions: time 24 hour. The product is C1(CC1)CN(CCC)CC1=C(N=C2N1CCN2C2=C(C=C(C=C2C)C)C)C (Cyclopropylmethyl-[2-methyl-7-(2,4,6-trimethyl-phenyl)-6,7-dihydro-5H-imidazo[1,2-α]imidazol-3-ylmethyl]-propyl-amine). Isolated yield 65.0%. As a reaction SMILES: [CH:1]1([CH2:4][N:5]([CH2:27][CH2:28][CH3:29])[C:6]([C:8]2[N:12]3[CH2:13][CH2:14][N:15]([C:16]4[C:21]([CH3:22])=[CH:20][C:19]([CH3:23])=[CH:18][C:17]=4[CH3:24])[C:11]3=[N:10][C:9]=2[CH2:25]C)=O)[CH2:3][CH2:2]1.[OH-].[Na+]>C1(C)C=CC=CC=1>[CH:1]1([CH2:4][N:5]([CH2:6][C:8]2[N:12]3[CH2:13][CH2:14][N:15]([C:16]4[C:21]([CH3:22])=[CH:20][C:19]([CH3:23])=[CH:18][C:17]=4[CH3:24])[C:11]3=[N:10][C:9]=2[CH3:25])[CH2:27][CH2:28][CH3:29])[CH2:3][CH2:2]1 |f:1.2|. Procedure details: A solution of Red-A1 (3.3 M in toluene, 0.70 mL, 2.33 mmol) was added dropwise to a solution of 2-ethyl-7-(2,4,6-trimethyl-phenyl)-6,7-dihydro-5H-imidazo[1,2-α]imidazole-3-carboxylic acid cyclopropylmethyl-propyl-amide (0.177 g, 0.46 mmol) in toluene (3 mL) at 0° C. After stirring at room temperature for 24 h, the reaction mixture was cooled to 0° C. and I N sodium hydroxide (10 mL) was added dropwise. The above mixture was extracted with dichloromethane (40 mL), and the organic extracts were wa... Reactants: COc1ccc(Cn2ncc3c(NCCN4CCOCC4)ccnc32)cc1, CCOC(C)=O, O=[N+]([O-])c1ccc(F)c(F)c1, [H-], [Na+], CN(C)C=O. Yields the product COc1ccc(Cn2ncc3c(N(CCN4CCOCC4)c4ccc([N+](=O)[O-])cc4F)ccnc32)cc1. RXN SMILES: [CH3:1][O:2][c:3]1[cH:4][cH:5][c:6]([CH2:7][n:8]2[n:9][cH:10][c:11]3[c:12]2[n:13][cH:14][cH:15][c:16]3[NH:17][CH2:18][CH2:19][N:20]2[CH2:21][CH2:22][O:23][CH2:24][CH2:25]2)[cH:26][cH:27]1.[CH3:46][CH2:47][O:48][C:49]([CH3:50])=[O:51].[F:30][c:31]1[c:32]([F:40])[cH:33][c:34]([N+:37](=[O:38])[O-:39])[cH:35][cH:36]1.[H-:29].[Na+:28].[O:41]=[CH:42][N:43]([CH3:44])[CH3:45]>>[CH3:1][O:2][c:3]1[cH:4][cH:5][c:6]([CH2:7][n:8]2[n:9][cH:10][c:11]3[c:12]2[n:13][cH:14][cH:15][c:16]3[N:17]([CH2:18][CH2:19][N:20]2[CH2:21][CH2:22][O:23][CH2:24][CH2:25]2)[c:31]2[c:32]([F:40])[cH:33][c:34]([N+:37](=[O:38])[O-:39])[cH:35][cH:36]2)[cH:26][cH:27]1.